Dataset: the Open Reaction Database (ORD), a public repository of structured organic reaction records. Task: describe an organic reaction: reactants, conditions, products, and yield Starting materials: O=C(CSC=1C=C(C=CC1)CC(=O)O)C ([3-(2-oxo-propylsulfanyl)-phenyl]-acetic acid), Cl.FC=1C=C(C=CC1)NN (3-fluorophenylhydrazine hydrochloride). Product: FC1=C2C(=C(NC2=CC=C1)C)SC=1C=C(C=CC1)CC(=O)O ([3-(4-Fluoro-2-methyl-1H-indol-3-ylsulfanyl)-phenyl]-acetic acid). RXN SMILES: O=[C:2]([CH3:15])[CH2:3][S:4][C:5]1[CH:6]=[C:7]([CH2:11][C:12]([OH:14])=[O:13])[CH:8]=[CH:9][CH:10]=1.Cl.[F:17][C:18]1[CH:19]=[C:20]([NH:24]N)[CH:21]=[CH:22][CH:23]=1>>[F:17][C:18]1[CH:23]=[CH:22][CH:21]=[C:20]2[C:19]=1[C:3]([S:4][C:5]1[CH:6]=[C:7]([CH2:11][C:12]([OH:14])=[O:13])[CH:8]=[CH:9][CH:10]=1)=[C:2]([CH3:15])[NH:24]2 |f:1.2|. Reported procedure: Prepared according to the procedure described in Example 2, Step 1, using the following starting materials: [3-(2-oxo-propylsulfanyl)-phenyl]-acetic acid and 3-fluorophenylhydrazine hydrochloride. The reactants are O=C(CNc1ncnc2ccc(C(F)(F)F)cc12)NC1CNC1, O=C1CCCCC1. The product is O=C(CNc1ncnc2ccc(C(F)(F)F)cc12)NC1CN(C2CCCCC2)C1. Reaction SMILES: [NH:8]1[CH2:9][CH:10]([NH:12][C:13]([CH2:14][NH:15][c:16]2[n:17][cH:18][n:19][c:20]3[cH:21][cH:22][c:23]([C:26]([F:27])([F:28])[F:29])[cH:24][c:25]23)=[O:30])[CH2:11]1.[O:1]=[C:2]1[CH2:3][CH2:4][CH2:5][CH2:6][CH2:7]1>>[CH:2]1([N:8]2[CH2:9][CH:10]([NH:12][C:13]([CH2:14][NH:15][c:16]3[n:17][cH:18][n:19][c:20]4[cH:21][cH:22][c:23]([C:26]([F:27])([F:28])[F:29])[cH:24][c:25]34)=[O:30])[CH2:11]2)[CH2:3][CH2:4][CH2:5][CH2:6][CH2:7]1. Reactants: ice water, OC=1C(=NC(=NC1)C)OCC(=O)OC (5-hydroxy-4-(methoxycarbonyl)methoxy-2-methylpyrimidine), FC1=C(C=C(C(=C1)N1C(N(C(=CC1=O)C(F)(F)F)C)=O)F)[N+](=O)[O-] (2,5-difluoro-4-[3-methyl-2,6-dioxo-4-(trifluoromethyl)-1,2,3,6-tetrahydropyrimidin-1-yl]nitrobenzene), C([O-])([O-])=O.[K+].[K+] (potassium carbonate). Solvent: CN(C=O)C (N,N-dimethylformamide). Run at temperature 70 celsius, time 1 hour. Yields the product FC1=CC(=C(OC=2C(=NC(=NC2)C)OCC(=O)OC)C=C1N1C(N(C(=CC1=O)C(F)(F)F)C)=O)[N+](=O)[O-] (5-{4-fluoro-5-[3-methyl-2,6-dioxo-4-(trifluoromethyl)-1,2,3,6-tetrahydropyrimidin-1-yl]-2-nitrophenoxy}-4-(methoxycarbonyl)methoxy-2-methylpyrimidine). Yield: 82.9%. Reaction SMILES: [OH:1][C:2]1[C:3]([O:9][CH2:10][C:11]([O:13][CH3:14])=[O:12])=[N:4][C:5]([CH3:8])=[N:6][CH:7]=1.F[C:16]1[CH:21]=[C:20]([N:22]2[C:27](=[O:28])[CH:26]=[C:25]([C:29]([F:32])([F:31])[F:30])[N:24]([CH3:33])[C:23]2=[O:34])[C:19]([F:35])=[CH:18][C:17]=1[N+:36]([O-:38])=[O:37].C(=O)([O-])[O-].[K+].[K+]>CN(C)C=O>[F:35][C:19]1[C:20]([N:22]2[C:27](=[O:28])[CH:26]=[C:25]([C:29]([F:32])([F:31])[F:30])[N:24]([CH3:33])[C:23]2=[O:34])=[CH:21][C:16]([O:1][C:2]2[C:3]([O:9][CH2:10][C:11]([O:13][CH3:14])=[O:12])=[N:4][C:5]([CH3:8])=[N:6][CH:7]=2)=[C:17]([N+:36]([O-:38])=[O:37])[CH:18]=1 |f:2.3.4|. Reported procedure: To a mixture of 0.15 g of 5-hydroxy-4-(methoxycarbonyl)methoxy-2-methylpyrimidine, 0.16 g of 2,5-difluoro-4-[3-methyl-2,6-dioxo-4-(trifluoromethyl)-1,2,3,6-tetrahydropyrimidin-1-yl]nitrobenzene and 2 ml of N,N-dimethylformamide was added 74 mg of potassium carbonate, and the mixture was stirred for 1 hour at 70° C. The reaction solution was cooled to room temperature, then, poured into ice water, and extracted with ethyl acetate. The organic layer was washed with saturated saline, dried over anh... Starting materials: C(N)(=O)C(C1=CC=CC=C1)(C1=CC=CC=C1)C1CNCCC1 (3-(R,S)-(1-carbamoyl-1,1-diphenylmethyl)piperidine), C(CC1=CC=CC=C1)Br (phenethyl bromide), C([O-])([O-])=O.[K+].[K+] (potassium carbonate). Run in C(C)#N (acetonitrile). The product is C(N)(=O)C(C1=CC=CC=C1)(C1=CC=CC=C1)C1CN(CCC1)CCC1=CC=CC=C1 (3-(R,S )-(1-carbamoyl-1,1-diphenylmethyl)-1-phenethylpiperidine). Reaction SMILES: [C:1]([C:4]([CH:17]1[CH2:22][CH2:21][CH2:20][NH:19][CH2:18]1)([C:11]1[CH:16]=[CH:15][CH:14]=[CH:13][CH:12]=1)[C:5]1[CH:10]=[CH:9][CH:8]=[CH:7][CH:6]=1)(=[O:3])[NH2:2].[CH2:23](Br)[CH2:24][C:25]1[CH:30]=[CH:29][CH:28]=[CH:27][CH:26]=1.C(=O)([O-])[O-].[K+].[K+]>C(#N)C>[C:1]([C:4]([CH:17]1[CH2:22][CH2:21][CH2:20][N:19]([CH2:23][CH2:24][C:25]2[CH:30]=[CH:29][CH:28]=[CH:27][CH:26]=2)[CH2:18]1)([C:11]1[CH:12]=[CH:13][CH:14]=[CH:15][CH:16]=1)[C:5]1[CH:10]=[CH:9][CH:8]=[CH:7][CH:6]=1)(=[O:3])[NH2:2] |f:2.3.4|. Procedure: A mixture containing 3-(R,S)-(1-carbamoyl-1,1-diphenylmethyl)piperidine (0.3 g), phenethyl bromide (0.2 g), anhydrous potassium carbonate (0.3 g) and acetonitrile (10 ml) was heated under reflux for 7 hours. The mixture was partitioned between dichloromethane (30 ml) and 10% aqueous sodium carbonate (30 ml), the layers separated, and the aqueous layer extracted with dichloromethane (2×30 ml). The combined dichloromethane extracts were dried (MgSO4) and concentrated in vacuo to give a colourless ... The reactants are C(C)(C)(C)OC(N[C@H](C1=CC=CC=C1)C1=NC=2C=CC=CC2C=2N1N=C(N2)N)=O ([(R)-(2-amino-[1,2,4]triazolo[1,5-c]quinazolin-5-yl)-phenyl-methyl]-carbamic acid tert-butyl ester), FC(C(=O)O)(F)F (trifluoroacetic acid). Run in ClCCl (dichloromethane). Run at time 1 hour. Product: N[C@@H](C1=NC=2C=CC=CC2C=2N1N=C(N2)N)C2=CC=CC=C2 (5-((R)-amino-phenyl-methyl)-[1,2,4]triazolo[1,5-c]quinazolin-2-ylamine). Isolated yield 53.0%. As a reaction SMILES: C(OC(=O)[NH:7][C@@H:8]([C:15]1[N:24]2[N:25]=[C:26]([NH2:28])[N:27]=[C:23]2[C:22]2[CH:21]=[CH:20][CH:19]=[CH:18][C:17]=2[N:16]=1)[C:9]1[CH:14]=[CH:13][CH:12]=[CH:11][CH:10]=1)(C)(C)C.FC(F)(F)C(O)=O>ClCCl>[NH2:7][C@H:8]([C:9]1[CH:14]=[CH:13][CH:12]=[CH:11][CH:10]=1)[C:15]1[N:24]2[N:25]=[C:26]([NH2:28])[N:27]=[C:23]2[C:22]2[CH:21]=[CH:20][CH:19]=[CH:18][C:17]=2[N:16]=1. Procedure: To a suspension of [(R)-(2-amino-[1,2,4]triazolo[1,5-c]quinazolin-5-yl)-phenyl-methyl]-carbamic acid tert-butyl ester (0.05 g, 0.13 mmol), prepared as described in Example 49, in dichloromethane (4 mL), trifluoroacetic acid (1 mL) was added. The mixture was stirred at room temperature for 1 h, then the solvent was evaporated and the residue was diluted with ethyl acetate and washed with NaHCO3 satured solution then with water and brine. The organic phase was dried over Na2SO4, filtered and evapo... Starting materials: FC1(CNC12CN(CCC2)C=2C1=C(N=CN2)NC=C1)F (4-(3,3-difluoro-1,6-diaza-spiro[3.5]non-6-yl)-7H-pyrrolo[2,3-d]pyrimidine), CC1=CC(=NN1C(=O)CC#N)C (1-cyanoacetyl-3,5-dimethylpyrazole), C(C)(C)N(C(C)C)CC (N,N-diisopropylethylamine), O1CCOCC1 (1,4-dioxane). Run in O (water). Reaction conditions: temperature 100 celsius, time 2 hour. Yields the product FC1(CN(C12CN(CCC2)C=2C1=C(N=CN2)NC=C1)C(CC#N)=O)F (3-[3,3-difluoro-6-(7H-pyrrolo[2,3-d]pyrimidin-4-yl)-1,6-diaza-spiro[3.5] non-1-yl]-3-oxo-propionitrile). Yield: 91.6%. As a reaction SMILES: [F:1][C:2]1([F:20])[C:5]2([CH2:10][CH2:9][CH2:8][N:7]([C:11]3[C:12]4[CH:19]=[CH:18][NH:17][C:13]=4[N:14]=[CH:15][N:16]=3)[CH2:6]2)[NH:4][CH2:3]1.CC1N([C:27]([CH2:29][C:30]#[N:31])=[O:28])N=C(C)C=1.C(N(CC)C(C)C)(C)C.O1CCOCC1>O>[F:20][C:2]1([F:1])[C:5]2([CH2:10][CH2:9][CH2:8][N:7]([C:11]3[C:12]4[CH:19]=[CH:18][NH:17][C:13]=4[N:14]=[CH:15][N:16]=3)[CH2:6]2)[N:4]([C:27](=[O:28])[CH2:29][C:30]#[N:31])[CH2:3]1. Procedure details: An optically-active compound of 4-(3,3-difluoro-1,6-diaza-spiro[3.5]non-6-yl)-7H-pyrrolo[2,3-d]pyrimidine (6.6 g) was mixed with 1-cyanoacetyl-3,5-dimethylpyrazole (7.7 g), N,N-diisopropylethylamine (4.3 ml) and 1,4-dioxane (132 ml), and the mixture was stirred at 100° C. for 2 hours. The mixture was cooled to room temperature. Then, thereto was added water, and the mixture was extracted with ethyl acetate. The separated aqueous layer was further extracted with ethyl acetate 5 times. The combine... Reactants: CCOC(C)=O, CC(=O)O, Cc1c(Cl)cc(C(C)C)c(O)c1[N+](=O)[O-], [Zn]. Product: Cc1c(Cl)cc(C(C)C)c(O)c1N. As a reaction SMILES: [CH3:16][CH2:17][O:18][C:19](=[O:20])[CH3:21].[CH3:22][C:23](=[O:24])[OH:25].[Cl:1][c:2]1[c:3]([CH3:15])[c:4]([N+:12]([O-:13])=[O:14])[c:5]([OH:11])[c:6]([CH:8]([CH3:9])[CH3:10])[cH:7]1.[Zn:26]>>[Cl:1][c:2]1[c:3]([CH3:15])[c:4]([NH2:12])[c:5]([OH:11])[c:6]([CH:8]([CH3:9])[CH3:10])[cH:7]1. The reactants are NC1=CC2=C(C(NC3=NC=CC=C23)=O)C=C1 (9-Amino-5H-benzo[c][1,8]naphthyridin-6-one), BrC(CC(=O)OCC)C (ethyl 3-bromobutanoate). The product is O=C1NC2=NC=CC=C2C2=C1C=CC(=C2)NCCCC(=O)OCC (Ethyl 4-(6-oxo-5,6-dihydrobenzo[c][1,8]naphthyridin-9-ylamino)butanoate). The yield is 12.9%. RXN SMILES: [NH2:1][C:2]1[CH:16]=[CH:15][C:5]2[C:6](=[O:14])[NH:7][C:8]3[C:13]([C:4]=2[CH:3]=1)=[CH:12][CH:11]=[CH:10][N:9]=3.Br[CH:18]([CH3:25])[CH2:19][C:20]([O:22][CH2:23][CH3:24])=[O:21]>>[O:14]=[C:6]1[C:5]2[CH:15]=[CH:16][C:2]([NH:1][CH2:25][CH2:18][CH2:19][C:20]([O:22][CH2:23][CH3:24])=[O:21])=[CH:3][C:4]=2[C:13]2[C:8](=[N:9][CH:10]=[CH:11][CH:12]=2)[NH:7]1. Procedure details: The title compound was synthesized according to the procedure described for the preparation of Example 458 using 70 (160 mg, 0.76 mmol) and ethyl 3-bromobutanoate (0.01 mL, 0.91 mmol) to provide 460 (32 mg, 13% yield) as a white powder. LC-MS (M+H=326, obsd.=326). 1H NMR (400 MHz, DMSO-D6) δ 8.53 (ddd, J=1.7, 6.4, 9.7, 2H), 8.03 (d, J=8.6, 1H), 7.27 (m, 2H), 6.88 (dd, J=2.1, 8.7, 1H), 6.14 (s, 2H), 4.47 (t, J=6.9, 2H), 3.97 (q, J=7.1, 2H), 2.33 (t, J=7.4, 2H), 1.95 (p, J=7.3, 2H), 1.12 (t, J=7.1... The reactants are O=C(Cl)c1ccccc1, CN(C)c1ccncc1, O=C(NCc1cc(Cl)ccc1-n1cnnn1)C1CC=NN1C(=O)C(O)c1ccc(F)cc1, ClCCl, c1ccncc1. The product is O=C(OC(C(=O)N1N=CCC1C(=O)NCc1cc(Cl)ccc1-n1cnnn1)c1ccc(F)cc1)c1ccccc1. Reaction SMILES: [C:39]([c:40]1[cH:41][cH:42][cH:43][cH:44][cH:45]1)(=[O:46])[Cl:47].[CH3:48][N:49]([c:50]1[cH:51][cH:52][n:53][cH:54][cH:55]1)[CH3:56].[Cl:1][c:2]1[cH:3][cH:4][c:5](-[n:28]2[n:29][n:30][n:31][cH:32]2)[c:6]([CH2:8][NH:9][C:10](=[O:11])[CH:12]2[N:13]([C:17]([CH:18]([OH:19])[c:20]3[cH:21][cH:22][c:23]([F:26])[cH:24][cH:25]3)=[O:27])[N:14]=[CH:15][CH2:16]2)[cH:7]1.[Cl:57][CH2:58][Cl:59].[cH:33]1[cH:34][cH:35][n:36][cH:37][cH:38]1>>[Cl:1][c:2]1[cH:3][cH:4][c:5](-[n:28]2[n:29][n:30][n:31][cH:32]2)[c:6]([CH2:8][NH:9][C:10](=[O:11])[CH:12]2[N:13]([C:17]([CH:18]([O:19][C:39]([c:40]3[cH:41][cH:42][cH:43][cH:44][cH:45]3)=[O:46])[c:20]3[cH:21][cH:22][c:23]([F:26])[cH:24][cH:25]3)=[O:27])[N:14]=[CH:15][CH2:16]2)[cH:7]1.